This data is from the Open Reaction Database (ORD), a public repository of structured organic reaction records. The task is: describe an organic reaction: reactants, conditions, products, and yield Starting materials: C1=CC(=CC=C1OC2=CC=C(C=C2)I)I (4,4'-diiododiphenyl ether), [OH-].[Na+] (NaOH), cuprous chloride, [O-][O-].[Na+].[Na+] (sodium peroxide). The reagents and catalysts are [Cu] (copper). Run in O (water), O (water), O (water). Reaction conditions: temperature 140 celsius, time 3 hour. The product is C1=CC(=CC=C1O)OC2=CC=C(C=C2)O (4,4'-Dihydroxydiphenyl Ether). As a reaction SMILES: [CH:1]1[C:6]([O:7][C:8]2[CH:13]=[CH:12][C:11](I)=[CH:10][CH:9]=2)=[CH:5][CH:4]=[C:3](I)[CH:2]=1.[OH-:16].[Na+].[O-:18][O-].[Na+].[Na+]>[Cu].O>[CH:2]1[C:3]([OH:16])=[CH:4][CH:5]=[C:6]([O:7][C:8]2[CH:13]=[CH:12][C:11]([OH:18])=[CH:10][CH:9]=2)[CH:1]=1 |f:1.2,3.4.5|. Procedure: In a 0.5-liter three-neck flask equipped with stirrer, thermometer, and ball condenser, 84.4 g (0.2 mole) of 4,4'-diiododiphenyl ether, 93.0 g (2.32 moles) of NaOH, 2.1 g of powdered copper, 1.7 g of cuprous chloride, 3.3 g of sodium peroxide, and 33 ml of water were heated over 4 hours to 190° C. After cooling to 140° C., another 37 ml of water were added and the batch was stirred for another 3 hours at 150° C. After cooling to room temperature, the batch was mixed with 200 ml of water and filt... The reactants are C(C)(C)(C)OC(NC(CC1=CNC2=C(C=CC=C12)CS(=O)(=O)C(F)(F)F)(C)C)=O ([1,1-dimethyl-2-(7-trifluoromethanesulfonylmethyl-1H-indol-3-yl)-ethyl]-carbamic acid tert-butyl ester), C(C=C)(=O)N (acrylamide), Amine. The product is C(C)(C)(C)OC(=O)NC(CC1=CNC2=C(C=CC=C12)C=CC(=O)N)(C)C (3-[3-(2-tert-Butoxycarbonylamino-2-methyl-propyl)-1H-indol-7-yl]-acrylamide). As a reaction SMILES: [C:1]([O:5][C:6](=[O:29])[NH:7][C:8]([CH3:28])([CH3:27])[CH2:9][C:10]1[C:18]2[C:13](=[C:14]([CH2:19]S(C(F)(F)F)(=O)=O)[CH:15]=[CH:16][CH:17]=2)[NH:12][CH:11]=1)([CH3:4])([CH3:3])[CH3:2].[C:30]([NH2:34])(=[O:33])[CH:31]=C>>[C:1]([O:5][C:6]([NH:7][C:8]([CH3:28])([CH3:27])[CH2:9][C:10]1[C:18]2[C:13](=[C:14]([CH:19]=[CH:31][C:30]([NH2:34])=[O:33])[CH:15]=[CH:16][CH:17]=2)[NH:12][CH:11]=1)=[O:29])([CH3:4])([CH3:3])[CH3:2]. Procedure details: 3-[3-(2-tert-Butoxycarbonylamino-2-methyl-propyl)-1H-indol-7-yl]-acrylamide is prepared from [1,1-dimethyl-2-(7-trifluoromethanesulfonylmethyl-1H-indol-3-yl)-ethyl]-carbamic acid tert-butyl ester and acrylamide as described for the preparation of Amine 23 (98%). FDMS m/e 356.2 (M++1).